This data is from the Open Reaction Database (ORD), a public repository of structured organic reaction records. The task is: describe an organic reaction: reactants, conditions, products, and yield Starting materials: NC=1C=C(C=CC1)O (m-aminophenol), BrCCCCl (1-bromo-3-chloropropane), [Na+].C(CCCCCCCCCCC)C1=C(C=CC=C1)S(=O)(=O)[O-] (dodecylbenzenesulfonic acid sodium salt), Na2HPO4. Solvent: O (water). Yields the product C1CC2=C3C(=C(C=C2)O)CCCN3C1 (8-hydroxyjulolidine). The yield is 14.8%. RXN SMILES: [NH2:1][C:2]1[CH:3]=[C:4]([OH:8])[CH:5]=[CH:6][CH:7]=1.Br[CH2:10][CH2:11][CH2:12]Cl.[Na+].[CH2:15]([C:27]1C=CC=CC=1S([O-])(=O)=O)[CH2:16]CCCCCCCCCC>O>[CH2:11]1[CH2:12][N:1]2[C:2]3[C:3]([CH2:16][CH2:15][CH2:27]2)=[C:4]([OH:8])[CH:5]=[CH:6][C:7]=3[CH2:10]1 |f:2.3|. Procedure details: According to a procedure similar to that of Embodiment 1, a mixture of m-aminophenol (116 mg, 1 mmol), 1-bromo-3-chloropropane (0.48 g, 0.3 ml, 3 mmol), dodecylbenzenesulfonic acid sodium salt (349 mg, 1 mmol) and a buffer solution prepared by dissolving 1.50 g (4 mmol) of Na2HPO4 12H2O and 0.60 g (4 mmol) of NaH2PO42H2O in water (10 ml) was heated and refluxed for 12 hours. After silica gel column chromatography, 8-hydroxyjulolidine (28 mg) was obtained in 15% yield. Reactants: C(C)C=1C=CC2=C(C=CC3=C(N=C(O3)C)C2C=2C(NC(N(C2)C2=NC(=NC=C2)NCC(=O)NC=2SC=C(N2)CC(=O)O)=O)=O)C1 ((±)-2-[2-[[4-[5-(7-Ethyl-2-methyl-4H-benzo[5,6]cyclohepta[1,2-d]oxazol-4-yl)-3,4-dihydro-2,4-dioxo-1(2H)-pyrimidinyl]pyrimidin-2-yl]amino]acetylamino]-4-thiazoleacetic acid), C(CC)(=O)Cl (propionyl chloride), C(CC)(=O)OC(CC)=O (propionic anhydride), C(C)(=O)OC(C)=O (acetic anhydride), C(C)(=O)Cl (acetyl chloride), C(CC)(=O)O (propionic acid). Run in C(C)(=O)O (acetic acid). Product: C(C)C=1C=CC2=C(CCC3=C(N=C(O3)C)C2=O)C1 (7-Ethyl-9,10-dihydro-2-methyl-4H-benzo[5,6]cyclohepta[1,2-d]oxazol-4-one). RXN SMILES: [CH2:1]([C:3]1[CH:4]=[CH:5][C:6]2[CH:16](C3C(=O)NC(=O)N(C4C=CN=C(NCC(NC5SC=C(CC(O)=O)N=5)=O)N=4)C=3)[C:11]3[N:12]=[C:13]([CH3:15])[O:14][C:10]=3[CH:9]=[CH:8][C:7]=2[CH:45]=1)[CH3:2].C(OC(=O)C)(=[O:48])C.C(Cl)(=O)C.C(OC(=O)CC)(=O)CC.C(Cl)(=O)CC.C(O)(=O)CC>C(O)(=O)C>[CH2:1]([C:3]1[CH:4]=[CH:5][C:6]2[C:16](=[O:48])[C:11]3[N:12]=[C:13]([CH3:15])[O:14][C:10]=3[CH2:9][CH2:8][C:7]=2[CH:45]=1)[CH3:2]. Reported procedure: The subtitle compound was prepared from the product of step (v) (9.20 g) according to the method of example 1 step (v) using acetic anhydride (4.9 ml), acetyl chloride (7.2 ml) and acetic acid (47 ml) (instead of propionic anhydride, propionyl chloride, and propionic acid).